Dataset: the Open Reaction Database (ORD), a public repository of structured organic reaction records. Task: describe an organic reaction: reactants, conditions, products, and yield Reactants: N1(CCCC1)C1=CC=C(CN)C=C1 (4-(1-pyrrolidinyl)benzylamine), N(=C=O)C1=C2C=C(N=CC2=CC=C1)C (5-isocyanato-3-methylisoquinoline), N(=C=O)C1=C2C=CN=CC2=CC=C1 (5-isocyanatoisoquinoline). Yields the product CC=1N=CC2=CC=CC(=C2C1)NC(=O)NCC1=CC=C(C=C1)N1CCCC1 (N-(3-methyl-5-isoquinolinyl)-N′-[4-(1-pyrrolidinyl)benzyl]urea). RXN SMILES: [N:1]1([C:6]2[CH:13]=[CH:12][C:9]([CH2:10][NH2:11])=[CH:8][CH:7]=2)[CH2:5][CH2:4][CH2:3][CH2:2]1.[N:14]([C:17]1[CH:26]=[CH:25][CH:24]=[C:23]2[C:18]=1[CH:19]=[C:20]([CH3:27])[N:21]=[CH:22]2)=[C:15]=[O:16].N(C1C=CC=C2C=1C=CN=C2)=C=O>>[CH3:27][C:20]1[N:21]=[CH:22][C:23]2[C:18]([CH:19]=1)=[C:17]([NH:14][C:15]([NH:11][CH2:10][C:9]1[CH:12]=[CH:13][C:6]([N:1]3[CH2:5][CH2:4][CH2:3][CH2:2]3)=[CH:7][CH:8]=1)=[O:16])[CH:26]=[CH:25][CH:24]=2. Procedure: The title compound was prepared using the procedure described in Example 61B using 4-(1-pyrrolidinyl)benzylamine and the product from Example 154A instead of 4-cyanobenzyl alcohol and the product from Example 61A. 1H NMR (300 MHz, DMSO-d6) δ 9.15 (s, 1H), 8.54 (s, 1H), 8.27 (d, 1H, J=7.5 Hz), 7.73 (s, 1H), 7.67 (d, 1H, J=7.5 Hz), 7.49 (t, 1H, J=7.5 Hz), 7.16 (d, 2H, J=9 Hz), 6.84 (t, 1H, J=6 Hz), 6.53 (d, 2H, J=9 Hz), 4.22 (d, 2H, J=6 Hz), 3.20 (m, 4H), 2.63 (s, 3H), 1.94 (m, 4H); MS (ESI) 361 (... Solvent: N1=CC=CC=C1 (pyridine). Run at time 1 hour. As a reaction SMILES: [NH2:1][C:2]1[S:3][C:4]2[N:5]=[C:6]([NH:11][C:12]3[CH:13]=[C:14]([NH:19][C:20](=[O:32])[C:21]4[CH:26]=[CH:25][CH:24]=[C:23]([C:27]([C:30]#[N:31])([CH3:29])[CH3:28])[CH:22]=4)[CH:15]=[CH:16][C:17]=3[CH3:18])[N:7]=[CH:8][C:9]=2[N:10]=1.[C:33](Cl)(=[O:35])[CH3:34].C(=O)([O-])O.[Na+]>N1C=CC=CC=1>[C:33]([NH:1][C:2]1[S:3][C:4]2[N:5]=[C:6]([NH:11][C:12]3[CH:13]=[C:14]([NH:19][C:20](=[O:32])[C:21]4[CH:26]=[CH:25][CH:24]=[C:23]([C:27]([C:30]#[N:31])([CH3:29])[CH3:28])[CH:22]=4)[CH:15]=[CH:16][C:17]=3[CH3:18])[N:7]=[CH:8][C:9]=2[N:10]=1)(=[O:35])[CH3:34] |f:2.3|. Yields the product C(C)(=O)NC=1SC=2N=C(N=CC2N1)NC=1C=C(C=CC1C)NC(C1=CC(=CC=C1)C(C)(C)C#N)=O (N-(3-{[2-(acetylamino)[1,3]thiazolo[5,4-d]pyrimidin-5-yl]amino}-4-methylphenyl)-3-(1-cyano-1-methylethyl)benzamide). The yield is 73.2%. Procedure details: To a solution of N-{3-[(2-amino[1,3]thiazolo[5,4-d]pyrimidin-5-yl)amino]-4-methylphenyl}-3-(1-cyano-1-methylethyl)benzamide (161 mg, 363 μmol) produced in Example D25(iii) in pyridine (4 mL) was added acetyl chloride (65 μL, 908 μmol), and the mixture was stirred at room temperature for 1 hr. To the reaction mixture was added saturated aqueous sodium hydrogen carbonate solution (20 mL), and the mixture was extracted with ethyl acetate (20 mL, 5 mL). The combined organic layer was washed with sat... Reactants: NC=1SC=2N=C(N=CC2N1)NC=1C=C(C=CC1C)NC(C1=CC(=CC=C1)C(C)(C)C#N)=O (N-{3-[(2-amino[1,3]thiazolo[5,4-d]pyrimidin-5-yl)amino]-4-methylphenyl}-3-(1-cyano-1-methylethyl)benzamide), C(C)(=O)Cl (acetyl chloride), C(O)([O-])=O.[Na+] (sodium hydrogen carbonate). Starting materials: [OH-].[Na+] (NaOH), CI (MeI), NC=1N=C(C2=C(N1)SC(=N2)CC2=CC=C(C=C2)Cl)N2CCN(CC2)C(COC2=CC=C(C=C2)Cl)=O (5-amino-7-[4-(4-chlorophenoxyacetyl)piperazin-1-yl]-2-(4-chlorophenylmethyl)thiazolo[5,4-d]pyrimidine). Solvent: ClCCl (dichloromethane), CN(C)C=O (DMF). Run at time 1 hour. The product is NC=1N=C(C2=C(N1)SC(=N2)C(C)C2=CC=C(C=C2)Cl)N2CCN(CC2)C(COC2=CC=C(C=C2)Cl)=O (5-amino-7-[4-(4-chlorophenoxyacetyl)piperazin-1-yl]-2-(1-(4-chlorophenyl)ethyl)thiazolo[5,4-d]pyrimidine). The yield is 73.6%. Reaction SMILES: [NH2:1][C:2]1[N:3]=[C:4]([N:19]2[CH2:24][CH2:23][N:22]([C:25](=[O:35])[CH2:26][O:27][C:28]3[CH:33]=[CH:32][C:31]([Cl:34])=[CH:30][CH:29]=3)[CH2:21][CH2:20]2)[C:5]2[N:10]=[C:9]([CH2:11][C:12]3[CH:17]=[CH:16][C:15]([Cl:18])=[CH:14][CH:13]=3)[S:8][C:6]=2[N:7]=1.[OH-].[Na+].[CH3:38]I>CN(C=O)C.ClCCl>[NH2:1][C:2]1[N:3]=[C:4]([N:19]2[CH2:24][CH2:23][N:22]([C:25](=[O:35])[CH2:26][O:27][C:28]3[CH:29]=[CH:30][C:31]([Cl:34])=[CH:32][CH:33]=3)[CH2:21][CH2:20]2)[C:5]2[N:10]=[C:9]([CH:11]([C:12]3[CH:17]=[CH:16][C:15]([Cl:18])=[CH:14][CH:13]=3)[CH3:38])[S:8][C:6]=2[N:7]=1 |f:1.2|. Procedure details: To a suspension of 5-amino-7-[4-(4-chlorophenoxyacetyl)piperazin-1-yl]-2-(4-chlorophenylmethyl)thiazolo[5,4-d]pyrimidine (53 mg, 0.1 mmol) in DMF (2 ml) was added 1N NaOH (150 μl, 0.15 mmol) and MeI (7 μl, 0.11 mmol). The resulting mixture was stirred at room temperature for 1 hour. The reaction mixture was diluted with dichloromethane and washed with water and brine. The organic layer was evaporated in vacuo and purified by flash chromatography on silica, the mobile phase being a mixture of met... Reactants: ice water, Cl.C(C)OC(CN)=O (glycine ethyl ester hydrochloride), ClC=1OC2=C(N1)C=CC=C2 (2-chlorobenzoxazole), C(=O)([O-])[O-].[K+].[K+] (K2CO3). Solvent: C(C)#N (acetonitrile). Yields the product C(C)OC(CNC=1OC2=C(N1)C=CC=C2)=O (N-[Benzoxazol-2-yl]glycine ethyl ester). RXN SMILES: Cl.[CH2:2]([O:4][C:5](=[O:8])[CH2:6][NH2:7])[CH3:3].Cl[C:10]1[O:11][C:12]2[CH:18]=[CH:17][CH:16]=[CH:15][C:13]=2[N:14]=1.C([O-])([O-])=O.[K+].[K+]>C(#N)C>[CH2:2]([O:4][C:5](=[O:8])[CH2:6][NH:7][C:10]1[O:11][C:12]2[CH:18]=[CH:17][CH:16]=[CH:15][C:13]=2[N:14]=1)[CH3:3] |f:0.1,3.4.5|. Procedure details: 22.3 g (0.16 mole) of glycine ethyl ester hydrochloride were stirred in small portions into a mixture of 23.0 g (0.15 mole) of 2-chlorobenzoxazole, 250 ml of absolute acetonitrile and 44.2 g (0.32 mole) of anhydrous K2CO3 at 50° C. in the course of 3 hours, with stirring. The mixture was subsequently stirred under gentle reflux (80°-82° C.) for a further 4 hours, cooled in an ice-water bath and poured into about 750 ml of ice-water. Starting materials: FC(C(=O)OCC)(F)F (ethyl trifluoroacetate), FC(C(=O)OCC)(F)F (ethyl trifluoroacetate), C(CCC)NCCCC (dibutyl amine). Yields the product C(CCC)N(C(C(F)(F)F)=O)CCCC (N,N-Dibutyl Trifluoroacetamide). RXN SMILES: [F:1][C:2]([F:9])([F:8])[C:3]([O:5]CC)=O.[CH2:10]([NH:14][CH2:15][CH2:16][CH2:17][CH3:18])[CH2:11][CH2:12][CH3:13]>>[CH2:10]([N:14]([CH2:15][CH2:16][CH2:17][CH3:18])[C:3](=[O:5])[C:2]([F:1])([F:8])[F:9])[CH2:11][CH2:12][CH3:13]. Procedure details: Under a blanket of nitrogen, 2020.9 g (14.22 moles) of ethyl trifluoroacetate was charged to a 12-liter flask equipped with an overhead stirrer, an addition funnel, thermometer, and a condenser. To the stirred ethyl trifluoroacetate, 2015.0 g (15.59 moles) of dibutyl amine was added over a two hour period, during which the temperature of the stirred reaction mixture rose from 20° to 40° C. At the end of the addition period, the reaction flask was equipped with an 8 inch packed column and distill... The reactants are [N+](=O)([O-])C1=CC=C(C=C1)COC(=O)C=1N2C(C(C2C(C1OP(=O)(OC1=CC=CC=C1)OC1=CC=CC=C1)C)[C@@H](C)O)=O ((diphenoxyphosphoryloxy]-6-[(R)-1-hydroxyethyl]-4-methyl-7-oxo-1-azabicyclo[3.2.0]hept-2-ene-2-carboxylic acid (4-nitrophenyl)methyl ester), [N+](=O)([O-])C1=CC=C(COC(=O)N2[C@@H](C[C@@H](C2)S)NC(=O)N(C)C)C=C1 ((2S,4S)-1-p-nitrobenzyloxycarbonyl-2-dimethylaminocarbonylamino-4-mercaptopyrrolidine), C(C)N(C(C)C)C(C)C (N-ethyldiisopropylamine), C(C)(=O)OCC (ethyl acetate). Solvent: C(C)#N (acetonitrile), C1CCOC1 (THF), O (water). Product: C[C@@H]1[C@@H]2[C@H](C(=O)N2C(=C1S[C@H]3C[C@H](NC3)C(=O)N(C)C)C(=O)O)[C@@H](C)O.O.O.O (Meropenem Trihydrate). As a reaction SMILES: [N+](C1C=CC(C[O:11][C:12]([C:14]2[N:15]3[CH:18]([CH:19]([CH3:38])[C:20]=2OP(OC2C=CC=CC=2)(OC2C=CC=CC=2)=O)[CH:17]([C@H:39]([OH:41])[CH3:40])[C:16]3=[O:42])=[O:13])=CC=1)([O-])=[O:2].[N+](C1C=CC(COC([N:54]2[CH2:58][C@@H:57]([SH:59])[CH2:56][C@H:55]2NC(N(C)C)=O)=O)=CC=1)([O-])=[O:44].[CH2:68]([N:70]([CH:74](C)C)[CH:71](C)C)C.C(OCC)(=[O:79])C>C(#N)C.O.C1COCC1>[CH3:38][C@H:19]1[C:20]([S:59][C@@H:57]2[CH2:58][NH:54][C@H:55]([C:68]([N:70]([CH3:74])[CH3:71])=[O:79])[CH2:56]2)=[C:14]([C:12]([OH:11])=[O:13])[N:15]2[C@H:18]1[C@@H:17]([C@H:39]([OH:41])[CH3:40])[C:16]2=[O:42].[OH2:2].[OH2:44].[OH2:2] |f:7.8.9.10|. Procedure: To a solution of (4R,5R,6S)-3-[(diphenoxyphosphoryloxy]-6-[(R)-1-hydroxyethyl]-4-methyl-7-oxo-1-azabicyclo[3.2.0]hept-2-ene-2-carboxylic acid (4-nitrophenyl)methyl ester (50 g) in acetonitrile (500 mL) was added (2S,4S)-1-p-nitrobenzyloxycarbonyl-2-dimethylaminocarbonylamino-4-mercaptopyrrolidine (32 g) and N-ethyldiisopropylamine (14 g) at −15° C. and stirred. After the reaction was over, the reaction mixture was quenched in phosphate buffer solution. The product was extracted with ethyl acetat... Starting materials: [BH3-]C#N, CNC, CO, COc1cccc(NC(=O)NC2(CC(=O)Nc3ccc(C)cc3)C(=O)N(CC=O)c3ccccc32)c1, Cl, [Na+]. The product is COc1cccc(NC(=O)NC2(CC(=O)Nc3ccc(C)cc3)C(=O)N(CCN(C)C)c3ccccc32)c1. RXN SMILES: [C:41]([BH3-:42])#[N:43].[CH3:38][NH:39][CH3:40].[CH3:45][OH:46].[CH:1](=[O:2])[CH2:3][N:4]1[C:5](=[O:36])[C:6]([CH2:13][C:14](=[O:15])[NH:16][c:17]2[cH:18][cH:19][c:20]([CH3:23])[cH:21][cH:22]2)([NH:24][C:25](=[O:26])[NH:27][c:28]2[cH:29][c:30]([O:34][CH3:35])[cH:31][cH:32][cH:33]2)[c:7]2[cH:8][cH:9][cH:10][cH:11][c:12]21.[ClH:37].[Na+:44]>>[CH2:1]([CH2:3][N:4]1[C:5](=[O:36])[C:6]([CH2:13][C:14](=[O:15])[NH:16][c:17]2[cH:18][cH:19][c:20]([CH3:23])[cH:21][cH:22]2)([NH:24][C:25](=[O:26])[NH:27][c:28]2[cH:29][c:30]([O:34][CH3:35])[cH:31][cH:32][cH:33]2)[c:7]2[cH:8][cH:9][cH:10][cH:11][c:12]21)[N:39]([CH3:38])[CH3:40]. Reactants: Cc1cccc(CBr)c1C(=O)Br, COC(C)(C)C, OCc1ccccc1. Yields the product Cc1cccc(CBr)c1C(=O)OCc1ccccc1. RXN SMILES: [Br:9][CH2:10][c:11]1[c:12]([C:13](=[O:14])[Br:15])[c:16]([CH3:20])[cH:17][cH:18][cH:19]1.[CH3:21][O:22][C:23]([CH3:24])([CH3:25])[CH3:26].[OH:1][CH2:2][c:3]1[cH:4][cH:5][cH:6][cH:7][cH:8]1>>[O:1]([CH2:2][c:3]1[cH:4][cH:5][cH:6][cH:7][cH:8]1)[C:13]([c:12]1[c:11]([CH2:10][Br:9])[cH:19][cH:18][cH:17][c:16]1[CH3:20])=[O:14]. The reactants are CC1=C(C(=O)Cl)C(=CC(=C1)C)C (2,4,6-trimethylbenzoyl chloride), P(OCC)(OCC)OCC (triethyl phosphite). Conditions: temperature 80 celsius, time 8 hour. Product: CC1=C(C(=O)P(OCC)(OCC)=O)C(=CC(=C1)C)C (diethyl 2,4,6-trimethylbenzoylphosphonate). Yield: 36.0%. As a reaction SMILES: [CH3:1][C:2]1[CH:10]=[C:9]([CH3:11])[CH:8]=[C:7]([CH3:12])[C:3]=1[C:4](Cl)=[O:5].[P:13]([O:20]CC)([O:17][CH2:18][CH3:19])[O:14][CH2:15][CH3:16]>>[CH3:1][C:2]1[CH:10]=[C:9]([CH3:11])[CH:8]=[C:7]([CH3:12])[C:3]=1[C:4]([P:13](=[O:20])([O:17][CH2:18][CH3:19])[O:14][CH2:15][CH3:16])=[O:5]. Procedure: 91 parts of 2,4,6-trimethylbenzoyl chloride are introduced into an apparatus as described in Example 1. 83 parts of triethyl phosphite are added in the course of 15 minutes at 60° C., after which the mixture is stirred for 8 hours at 80° C. The material discharged from the flask is distilled under a pressure of 0.4 mm and the fraction boiling at 120°-122° C. under this pressure is collected. 51 parts (36 percent of theory) of diethyl 2,4,6-trimethylbenzoylphosphonate are obtained as a pale yello...